This data is from the Open Reaction Database (ORD), a public repository of structured organic reaction records. The task is: describe an organic reaction: reactants, conditions, products, and yield Reactants: C1(=CC(=CC=C1)[Mg]Br)C (3-tolylmagnesium bromide), C(C)OCC(=O)OC (methyl 2-ethoxyacetate). Solvent: O1CCCC1 (tetrahydrofuran), C(=O)O (formic acid). Yields the product C1(=CC(=CC=C1)C(COC)(O)C=1C=C(C=CC1)C)C (1,1-bis(3-tolyl)-2-methoxyethanol). As a reaction SMILES: [C:1]1([CH3:9])[CH:6]=[CH:5][CH:4]=[C:3]([Mg]Br)[CH:2]=1.C([O:12][CH2:13][C:14]([O:16][CH3:17])=O)C>O1CCCC1.C(O)=O>[C:1]1([CH3:9])[CH:6]=[CH:5][CH:4]=[C:3]([C:13]([C:3]2[CH:2]=[C:1]([CH3:9])[CH:6]=[CH:5][CH:4]=2)([OH:12])[CH2:14][O:16][CH3:17])[CH:2]=1. Procedure details: A solution of 1,1-bis(3-tolyl)-2-methoxyethanol (24.66 g) (obtained by the reaction of 3-tolylmagnesium bromide with methyl 2-ethoxyacetate in tetrahydrofuran) in formic acid (30 cc) is heated to reflux for 12 hours, cooled and poured into a mixture of saturated sodium carbonate solution (400 cc) and ethyl acetate (400 cc). The organic phase is washed with water (3×300 cc) and with saturated sodium chloride solution (300 cc) then dried and concentrated to dryness under reduced pressure (2.7 kPa)... Starting materials: CCN=C=NCCCN(C)C, CNCc1ccc(CN(C(CC(C)C)C(N)=O)S(=O)(=O)c2ccc(Cl)cc2)cc1, ClCCl, Cl, On1nnc2ccccc21. Yields the product CC(C)CC(C(N)=O)N(Cc1ccc(CN(C)C(=O)CN(C)C)cc1)S(=O)(=O)c1ccc(Cl)cc1. RXN SMILES: [CH3:41][N:42]([CH2:43][CH2:44][CH2:45][N:46]=[C:47]=[N:48][CH2:49][CH3:50])[CH3:51].[Cl:1][c:2]1[cH:3][cH:4][c:5]([S:8](=[O:9])(=[O:10])[N:11]([CH2:12][c:13]2[cH:14][cH:15][c:16]([CH2:19][NH:20][CH3:21])[cH:17][cH:18]2)[CH:22]([C:23](=[O:24])[NH2:25])[CH2:26][CH:27]([CH3:28])[CH3:29])[cH:6][cH:7]1.[Cl:52][CH2:53][Cl:54].[ClH:40].[OH:30][n:31]1[c:32]2[cH:33][cH:34][cH:35][cH:36][c:37]2[n:38][n:39]1>>[Cl:1][c:2]1[cH:3][cH:4][c:5]([S:8](=[O:9])(=[O:10])[N:11]([CH2:12][c:13]2[cH:14][cH:15][c:16]([CH2:19][N:20]([CH3:21])[C:44](=[O:30])[CH2:43][N:42]([CH3:41])[CH3:51])[cH:17][cH:18]2)[CH:22]([C:23](=[O:24])[NH2:25])[CH2:26][CH:27]([CH3:28])[CH3:29])[cH:6][cH:7]1. The reactants are ClC(C(=O)O)CC(C)C(=O)OC (2-chloro-4-methoxycarbonyl valeric acid), S(=O)(Cl)Cl (thionyl chloride). Run in C1(=CC=CC=C1)C (toluene). Reaction conditions: temperature 80 celsius, time 30 minute. The product is ClC(C(=O)Cl)CCC(=O)OC (2-chloro-4-methoxycarbonyl butyryl chloride). Reaction SMILES: [Cl:1][CH:2]([CH2:6][CH:7]([C:9]([O:11][CH3:12])=[O:10])C)[C:3](O)=[O:4].S(Cl)([Cl:15])=O>C1(C)C=CC=CC=1>[Cl:1][CH:2]([CH2:6][CH2:7][C:9]([O:11][CH3:12])=[O:10])[C:3]([Cl:15])=[O:4]. Procedure: A mixture of 7.6 g of 2-chloro-4-methoxycarbonyl valeric acid, 9.2 ml of thionyl chloride and 30 ml of toluene was stirred for 30 minutes at 80° C., followed by distilling off the solvent under reduced pressure to leave 2-chloro-4-methoxycarbonyl butyryl chloride. A mixture of this compound, 5.0 g of 2-benzylaminobenzophenone, 100 ml of ethyl acetate and 100 ml of a saturated aqueous solution of sodium hydrogencarbonate was stirred for 30 minutes at room temperature. The ethyl acetate layer was ...